This data is from the Open Reaction Database (ORD), a public repository of structured organic reaction records. The task is: describe an organic reaction: reactants, conditions, products, and yield Reaction SMILES: [C:46](=[O:47])([O-:48])[O-:49].[CH2:35]([N:36]=[C:37]=[N:38][CH2:39][CH2:40][CH2:41][N:42]([CH3:43])[CH3:44])[CH3:45].[CH3:1][c:2]1[c:3]([C:7](=[O:8])[OH:9])[cH:4][n:5][nH:6]1.[CH3:52][N:53]([CH3:54])[CH:55]=[O:56].[K+:50].[K+:51].[NH2:10][c:11]1[cH:12][cH:13][c:14]([O:19][CH2:20][C:21]([CH3:22])([CH3:23])[CH3:24])[c:15]([C:16]#[N:17])[cH:18]1.[OH:25][n:26]1[c:27]2[cH:28][cH:29][cH:30][cH:31][c:32]2[n:33][n:34]1>>[CH3:1][c:2]1[c:3]([C:7](=[O:9])[NH:10][c:11]2[cH:12][cH:13][c:14]([O:19][CH2:20][C:21]([CH3:22])([CH3:23])[CH3:24])[c:15]([C:16]#[N:17])[cH:18]2)[cH:4][n:5][nH:6]1. The reactants are O=C([O-])[O-], CCN=C=NCCCN(C)C, Cc1[nH]ncc1C(=O)O, CN(C)C=O, [K+], [K+], CC(C)(C)COc1ccc(N)cc1C#N, On1nnc2ccccc21. Yields the product Cc1[nH]ncc1C(=O)Nc1ccc(OCC(C)(C)C)c(C#N)c1. Starting materials: N[C@@H](CCC(N)=O)C(=O)O (L-glutamine), CC1([C@@H](N2[C@H](S1)[C@@H](C2=O)NC(=O)CC=3C=CC=CC3)C(=O)[O-])C.[K+].C[C@H]1[C@@]([C@H]([C@@H](O1)O[C@@H]2[C@H]([C@@H]([C@H]([C@@H]([C@H]2O)O)NC(=N)N)O)NC(=N)N)O[C@H]3[C@H]([C@@H]([C@H]([C@@H](O3)CO)O)O)NC)(C=O)O (penicillin streptomycin). Product: C=1C=C(OC1)CNC2=C3C(N=CN3)=NC=N2 (Kinetin). RXN SMILES: N[C@H:2]([C:8]([OH:10])=O)[CH2:3][CH2:4][C:5](=O)[NH2:6].CC1(C)S[C@@H]2[C@H](NC(CC3C=CC=CC=3)=O)C(=O)N2[C@H]1C([O-])=O.[K+].C[C@@H]1O[C@@H](O[C@H]2[C@H](O)[C@@H](O)[C@H:45]([NH:50][C:51]([NH2:53])=N)[C@@H:44](O)[C@@H:43]2[NH:55][C:56]([NH2:58])=N)[C@H](O[C@@H]2O[C@@H](CO)[C@H](O)[C@@H](O)[C@@H]2NC)[C@@]1(O)C=O>>[CH:2]1[CH:3]=[C:4]([CH2:5][NH:6][C:45]2[N:50]=[CH:51][N:53]=[C:43]3[N:55]=[CH:56][NH:58][C:44]=23)[O:10][CH:8]=1 |f:1.2.3|. Procedure details: FD lymphoblast lines were grown in RPMI-1640 and primary fibroblast lines in Dulbecco's modified Eagle's media (DMEM) with Earle's balanced salts. Both media were supplemented with 2 mM L-glutamine and 1% penicillin/streptomycin and either 10% (lymphoblast) or 20% (fibroblast) fetal bovine serum (Invitrogen). Kinetin was obtained from both MicroSource Discovery Systems and Sigma and dissolved at 10 mM in either DMSO or water. FD cells were cultured in the presence of kinetin for 72 hours except ... Starting materials: C([C@@H]1[C@@H]([C@@H]([C@H]([C@@H](O1)O[C@@H]2[C@H](O[C@@]([C@H]2O)(CO)O)CO)O)O)O)O (lactitol), C([C@@H]1[C@@H]([C@@H]([C@H]([C@@H](O1)O[C@H]([C@@H](CO)O)[C@@H]([C@H](CO)O)O)O)O)O)O.O.O (lactitol dihydrate), dihydrate, C([C@@H]1[C@@H]([C@@H]([C@H]([C@@H](O1)O[C@@H]2[C@H](O[C@@]([C@H]2O)(CO)O)CO)O)O)O)O (lactitol). Run in O (water). Yields the product C([C@@H]1[C@@H]([C@@H]([C@H]([C@@H](O1)O[C@H]([C@@H](CO)O)[C@@H]([C@H](CO)O)O)O)O)O)O.O (lactitol monohydrate). The yield is 4.9%. RXN SMILES: [CH2:1]([OH:23])[C@H:2]1[O:7][C@@H:6]([O:8][C@@H:9]([C@H:14]([OH:19])[C@@H:15]([OH:18])[CH2:16][OH:17])[C@H:10]([OH:13])[CH2:11][OH:12])[C@H:5]([OH:20])[C@@H:4]([OH:21])[C@H:3]1[OH:22].O.O.C(O)[C@H]1[O:32][C@@H](O[C@H]2[C@H](O)[C@@](O)(CO)O[C@@H]2CO)[C@H](O)[C@@H](O)[C@H]1O>O>[CH2:1]([OH:23])[C@H:2]1[O:7][C@@H:6]([O:8][C@@H:9]([C@H:14]([OH:19])[C@@H:15]([OH:18])[CH2:16][OH:17])[C@H:10]([OH:13])[CH2:11][OH:12])[C@H:5]([OH:20])[C@@H:4]([OH:21])[C@H:3]1[OH:22].[OH2:32] |f:0.1.2,5.6|. Procedure: 950 g lactitol dihydrate (860 g anhydric lactitol) were dissolved in 125 g water at 100° C. Upon cooling to 50° C. the 80 percent by weight lactitol solution was seeded with 9.5 g ground dihydrate (1 percent by weight based on the lactitol dissolves). After crystallization for 48 hours at 45° C. the crystals formed were separated from the mother liqouor in a laboratory centrifuge, washed with 25 ml water and dried at 45° C. (drying cabinet). There were then obtained 440 g lactitol monohydrate (m... The reactants are Cc1c([N+](=O)[O-])ccc2c1cnn2C1CCCCO1, CCO, O=C[O-], [NH4+]. Yields the product Cc1c(N)ccc2c1cnn2C1CCCCO1. RXN SMILES: [CH3:1][c:2]1[c:3]2[cH:4][n:5][n:6]([CH:14]3[O:15][CH2:16][CH2:17][CH2:18][CH2:19]3)[c:7]2[cH:8][cH:9][c:10]1[N+:11]([O-:12])=[O:13].[CH3:24][CH2:25][OH:26].[CH:20]([O-:21])=[O:22].[NH4+:23]>>[CH3:1][c:2]1[c:3]2[cH:4][n:5][n:6]([CH:14]3[O:15][CH2:16][CH2:17][CH2:18][CH2:19]3)[c:7]2[cH:8][cH:9][c:10]1[NH2:11].